From a dataset of the Open Reaction Database (ORD), a public repository of structured organic reaction records. describe an organic reaction: reactants, conditions, products, and yield Reactants: COC[P+](c1ccccc1)(c1ccccc1)c1ccccc1, COC(C)(C)C, CCCC=CC1CCC(=O)CC1, [Cl-], C1CCOC1, O. The product is CCCC=CC1CCC(=COC)CC1. Reaction SMILES: [CH3:2][O:3][CH2:4][P+:5]([c:6]1[cH:7][cH:8][cH:9][cH:10][cH:11]1)([c:12]1[cH:13][cH:14][cH:15][cH:16][cH:17]1)[c:18]1[cH:19][cH:20][cH:21][cH:22][cH:23]1.[CH3:37][O:38][C:39]([CH3:40])([CH3:41])[CH3:42].[CH:24](=[CH:25][CH2:26][CH2:27][CH3:28])[CH:29]1[CH2:30][CH2:31][C:32](=[O:35])[CH2:33][CH2:34]1.[Cl-:1].[O:43]1[CH2:44][CH2:45][CH2:46][CH2:47]1.[OH2:36]>>[CH3:2][O:3][CH:4]=[C:32]1[CH2:31][CH2:30][CH:29]([CH:24]=[CH:25][CH2:26][CH2:27][CH3:28])[CH2:34][CH2:33]1. The reactants are Cl (hydrochloric acid), [N+](=O)([O-])C1=C(N)C=CC(=C1)OC (2-nitro-4-methoxyaniline), [OH-].[Na+] (sodium hydroxide), O=[As]O[As]=O (arsenic trioxide). The solvent is O (water). The product is COC1=CC(=C(C=C1)O)[N+](=O)[O-] (4-methoxy-2-nitrophenol). RXN SMILES: [N+:1]([C:4]1[CH:10]=[C:9]([O:11][CH3:12])[CH:8]=[CH:7][C:5]=1N)([O-:3])=[O:2].[OH-].[Na+].[O:15]=[As]O[As]=O.Cl>O>[CH3:12][O:11][C:9]1[CH:8]=[CH:7][C:5]([OH:15])=[C:4]([N+:1]([O-:3])=[O:2])[CH:10]=1 |f:1.2|. Reported procedure: 336.4 g of 2-nitro-4-methoxyaniline was refluxed with 200 g of sodium hydroxide and 10 g of arsenic trioxide in 6500 ml of water, for 20 hours. The resulting solution was cooled on an ice-bath, acidified to pH 1 with concentrated hydrochloric acid and filtered. The solid product was washed with water, and dried under vacuum and in the presence of P2O5 to give 4-methoxy-2-nitrophenol (7A), mp: 78°-80° C.